Dataset: the Open Reaction Database (ORD), a public repository of structured organic reaction records. Task: describe an organic reaction: reactants, conditions, products, and yield Reactants: C(C)(=O)OCC (ethyl acetate), COC(CN(C(=O)OC(C)(C)C)CC=C)=O (N-Boc-allylglycine methyl ester), IC1=CC=C(C=C1)N(C1=NC=CC=N1)C (N-(4-iodophenyl)-N-methylpyrimidin-2-amine), C([O-])([O-])=O.[K+].[K+] (potassium carbonate). The reagents and catalysts are C(C)(=O)[O-].[Pd+2].C(C)(=O)[O-] (palladium acetate), CC1=C(C=CC=C1)P(C1=C(C=CC=C1)C)C1=C(C=CC=C1)C (tris(2-methylphenyl)phosphine). Run in CN(C)C=O (DMF). Run at temperature 80 celsius, time 8 hour. The product is COC(C(CC=CC1=CC=C(C=C1)N(C1=NC=CC=N1)C)NC(=O)OC(C)(C)C)=O (2-tert-butoxycarbonylamino-5-[4-(methyl-pyrimidin-2-ylamino)phenyl]pent-4-enoic acid methyl ester). As a reaction SMILES: [CH3:1][O:2][C:3](=[O:16])[CH2:4][N:5](CC=C)[C:6]([O:8][C:9]([CH3:12])([CH3:11])[CH3:10])=[O:7].I[C:18]1[CH:23]=[CH:22][C:21]([N:24]([CH3:31])[C:25]2[N:30]=[CH:29][CH:28]=[CH:27][N:26]=2)=[CH:20][CH:19]=1.[C:32](=O)([O-])[O-].[K+].[K+].C(O[CH2:42][CH3:43])(=O)C>CN(C=O)C.C([O-])(=O)C.[Pd+2].C([O-])(=O)C.CC1C=CC=CC=1P(C1C=CC=CC=1C)C1C=CC=CC=1C>[CH3:1][O:2][C:3](=[O:16])[CH:4]([NH:5][C:6]([O:8][C:9]([CH3:10])([CH3:11])[CH3:12])=[O:7])[CH2:32][CH:42]=[CH:43][C:18]1[CH:23]=[CH:22][C:21]([N:24]([CH3:31])[C:25]2[N:30]=[CH:29][CH:28]=[CH:27][N:26]=2)=[CH:20][CH:19]=1 |f:2.3.4,7.8.9|. Procedure: Under an argon atmosphere, palladium acetate (54 mg) and tris(2-methylphenyl)phosphine (70 mg) were added to a suspension of N-Boc-allylglycine methyl ester (1.03 g), N-(4-iodophenyl)-N-methylpyrimidin-2-amine (1.40 g) and potassium carbonate (933 mg) in DMF (15 ml), and the resulting mixture was stirred at 80° C. overnight. The reaction solution was allowed to cool to room temperature and ethyl acetate was added thereto. The solution was washed 3 times with water and once with saturated brine, ... Solvent: C1(=CC=CC=C1)C (toluene). Product: CC1=CC=C(S1)C(C)=NC1=C(C=CC=C1)C(F)(F)F (N-[1-(5-Methyl-2-thienyl)ethylidene]-2-(trifluoromethyl)aniline). Reported procedure: A solution of 2-(trifluoromethyl)aniline (4.0 q, 25 mmol), 2-acetyl-5-methylthiophene (4.4 g, 31 mmol), and p-toluenesulfonic acid (50 mg) in toluene (30 mL) was heated under reflux with azeotropic removal of water for 10 hours. Then the mixture was concentrated on a rotary evaporator, and the oily residue was distilled under reduced pressure to give 6.2 g (88%) of ketimine 12q as an oil (bp 128°-130° C./0.3 mm Hg). Reaction SMILES: [F:1][C:2]([F:11])([F:10])[C:3]1[CH:9]=[CH:8][CH:7]=[CH:6][C:4]=1[NH2:5].[C:12]([C:15]1[S:16][C:17]([CH3:20])=[CH:18][CH:19]=1)(=O)[CH3:13].O>C1(C)C=CC=CC=1.C1(C)C=CC(S(O)(=O)=O)=CC=1>[CH3:20][C:17]1[S:16][C:15]([C:12](=[N:5][C:4]2[CH:6]=[CH:7][CH:8]=[CH:9][C:3]=2[C:2]([F:10])([F:11])[F:1])[CH3:13])=[CH:19][CH:18]=1. Reagents/catalysts: C1(=CC=C(C=C1)S(=O)(=O)O)C (p-toluenesulfonic acid). Starting materials: FC(C1=C(N)C=CC=C1)(F)F (2-(trifluoromethyl)aniline), C(C)(=O)C=1SC(=CC1)C (2-acetyl-5-methylthiophene), O (water). Yield: 87.5%.